Dataset: the Open Reaction Database (ORD), a public repository of structured organic reaction records. Task: describe an organic reaction: reactants, conditions, products, and yield Starting materials: C(C)(C)(C)OC(=O)N1CCC2=C(CC1)C(=C(C=C2)Cl)SC(N(C)C)=O (3-tert-butoxycarbonyl-7-chloro-6-dimethylcarbamoylthio-2,3,4,5-tetrahydro-1H-benzo[d]azepine), FC(C1=C(CBr)C=CC=C1)(F)F (2-trifluoromethylbenzyl bromide). The product is Cl.ClC1=C(C2=C(CCNCC2)C=C1)SCC1=C(C=CC=C1)C(F)(F)F (7-Chloro-6-(2-trifluoromethylbenzylthio)-2,3,4,5-tetrahydro-1H-benzo[d]azepine Hydrochloride). RXN SMILES: C(OC([N:8]1[CH2:14][CH2:13][C:12]2[C:15]([S:20][C:21](=O)N(C)C)=[C:16]([Cl:19])[CH:17]=[CH:18][C:11]=2[CH2:10][CH2:9]1)=O)(C)(C)C.[F:26][C:27]([F:37])([F:36])[C:28]1[CH:35]=[CH:34][CH:33]=[CH:32][C:29]=1CBr>>[ClH:19].[Cl:19][C:16]1[CH:17]=[CH:18][C:11]2[CH2:10][CH2:9][NH:8][CH2:14][CH2:13][C:12]=2[C:15]=1[S:20][CH2:21][C:29]1[CH:32]=[CH:33][CH:34]=[CH:35][C:28]=1[C:27]([F:37])([F:36])[F:26] |f:2.3|. Reported procedure: Use a method similar to the Example 347 to react 3-tert-butoxycarbonyl-7-chloro-6-dimethylcarbamoylthio-2,3,4,5-tetrahydro-1H-benzo[d]azepine with 2-trifluoromethylbenzyl bromide. Use a method similar to the General Procedure 1-4 to give the title compound as a waxy tan solid. MS (APCI+) m/z: 372 (M+H)+.